The task is: describe an organic reaction: reactants, conditions, products, and yield. This data is from the Open Reaction Database (ORD), a public repository of structured organic reaction records. The reactants are C(#N)COC1=C(C=O)C=C(C=C1)OC (2-cyanomethoxy-5-methoxybenzaldehyde), S.[Na] (sodium hydrogen sulfide), Cl (hydrochloric acid), ice water. Run in CN(C=O)C (N,N-dimethylformamide). Run at time 20 minute. Product: COC=1C=CC2=C(C=C(O2)C(N)=S)C1 (5-methoxy-2-benzofurancarbothioamide). Yield: 89.7%. Reaction SMILES: [C:1]([CH2:3][O:4][C:5]1[CH:12]=[CH:11][C:10]([O:13][CH3:14])=[CH:9][C:6]=1[CH:7]=O)#[N:2].[SH2:15].[Na].Cl>CN(C)C=O>[CH3:14][O:13][C:10]1[CH:11]=[CH:12][C:5]2[O:4][C:3]([C:1](=[S:15])[NH2:2])=[CH:7][C:6]=2[CH:9]=1 |f:1.2,^1:15|. Procedure details: To a solution of 2-cyanomethoxy-5-methoxybenzaldehyde (420.0 g) in N,N-dimethylformamide (2.1 l), sodium hydrogen sulfide (281.5 g) was added over 16 minutes and stirred for 3 hours and 20 minutes below 8° C. After being stirred for 1 hour at 40° to 47° C., the mixture was poured into ice-water (10.5 l) with stirring. The resulting mixture was neutralized with 6N-aqueous hydrochloric acid and further stirred for 30 minutes. The resulting precipitates were collected by filtration, washed with wat... The reactants are C1CCOC1, CC(C)(C)OC(=O)N1CCOC(CO)C1, O=S1(=O)Nc2ccccc2N1c1ccccc1, c1ccc(P(c2ccccc2)c2ccccc2)cc1. Product: CC(C)(C)OC(=O)N1CCOC(CN2c3ccccc3N(c3ccccc3)S2(=O)=O)C1. RXN SMILES: [O:52]1[CH2:53][CH2:54][CH2:55][CH2:56]1.[OH:18][CH2:19][CH:20]1[O:21][CH2:22][CH2:23][N:24]([C:26](=[O:27])[O:28][C:29]([CH3:30])([CH3:31])[CH3:32])[CH2:25]1.[c:1]1([N:7]2[S:8](=[O:16])(=[O:17])[NH:9][c:10]3[c:11]2[cH:12][cH:13][cH:14][cH:15]3)[cH:2][cH:3][cH:4][cH:5][cH:6]1.[c:33]1([P:34]([c:35]2[cH:36][cH:37][cH:38][cH:39][cH:40]2)[c:41]2[cH:42][cH:43][cH:44][cH:45][cH:46]2)[cH:47][cH:48][cH:49][cH:50][cH:51]1>>[c:1]1([N:7]2[S:8](=[O:16])(=[O:17])[N:9]([CH2:19][CH:20]3[O:21][CH2:22][CH2:23][N:24]([C:26](=[O:27])[O:28][C:29]([CH3:30])([CH3:31])[CH3:32])[CH2:25]3)[c:10]3[c:11]2[cH:12][cH:13][cH:14][cH:15]3)[cH:2][cH:3][cH:4][cH:5][cH:6]1. As a reaction SMILES: [OH-].[Na+:2].[Cl:3][C:4]1[C:13]2[C:8](=[C:9]([CH2:24][CH:25]=[CH2:26])[C:10]3[O:17][C:16]([C:18]([O:20]CC)=[O:19])=[CH:15][C:14](=[O:23])[C:11]=3[CH:12]=2)[N:7]=[C:6]([C:27]([O:29]C)=[O:28])[CH:5]=1>CO>[Cl:3][C:4]1[C:13]2[C:8](=[C:9]([CH2:24][CH:25]=[CH2:26])[C:10]3[O:17][C:16]([C:18]([O-:20])=[O:19])=[CH:15][C:14](=[O:23])[C:11]=3[CH:12]=2)[N:7]=[C:6]([C:27]([O-:29])=[O:28])[CH:5]=1.[Na+:2].[Na+:2] |f:0.1,4.5.6|. The reactants are [OH-].[Na+] (sodium hydroxide), ClC1=CC(=NC2=C(C3=C(C=C12)C(C=C(O3)C(=O)OCC)=O)CC=C)C(=O)OC (Ethyl 6-chloro-8-methoxycarbonyl-4-oxo-10-(prop-2-enyl)-4H-pyrano[3,2-g]-quinoline-2-carboxylate). Yields the product ClC1=CC(=NC2=C(C3=C(C=C12)C(C=C(O3)C(=O)[O-])=O)CC=C)C(=O)[O-].[Na+].[Na+] (Disodium 6-chloro-4-oxo-10-(prop-2-enyl)-4H-pyrano[3,2-g]quinoline-2,8-dicarboxylat). Run in CO (methanol). Procedure details: 0.1 m sodium hydroxide solution (24.9 ml) was added dropwise to the product of step (d) (0.5 grams) in refluxing pure methanol (100 ml), with stirring. The whole was refluxed for a further 10 minutes after addition, the methanol was removed under reduced pressure and the title compound obtained by precipitation by the addition of acetone. The product was collected by filtration and dried in vacuo at 60° C. to give 0.37 grams of dark yellow solid. Reactants: C(C)(C)(C)C=1C=C(C=C(C1O)C(C)(C)C)C1=CC(=C(C(=C1)C(C)(C)C)O)C(C)(C)C (3,3',5,5'-tetra-t-butyl-4,4'-dihydroxybiphenyl), C(C)(C)(C)C1=C(C(=CC=C1)C(C)(C)C)O (2,6-di-t-butylphenol), 3,3',5,5'-tetra-t-butyl-4,4'-diphenoquinone, C(C)(C)(C)C=1C=C(C=C(C1O)C(C)(C)C)C1=CC(=C(C(=C1)C(C)(C)C)O)C(C)(C)C (3,3',5,5'-tetra-t-butyl-4,4'-dihydroxybiphenyl). Product: C1=CC(=CC=C1C2=CC=C(C=C2)O)O (p,p'-biphenol). As a reaction SMILES: C(C1C=CC=C(C(C)(C)C)C=1O)(C)(C)C.C([C:20]1[CH:21]=[C:22]([C:31]2[CH:36]=[C:35](C(C)(C)C)[C:34]([OH:41])=[C:33](C(C)(C)C)[CH:32]=2)[CH:23]=[C:24](C(C)(C)C)[C:25]=1[OH:26])(C)(C)C>>[CH:23]1[C:22]([C:31]2[CH:36]=[CH:35][C:34]([OH:41])=[CH:33][CH:32]=2)=[CH:21][CH:20]=[C:25]([OH:26])[CH:24]=1. Reported procedure: If a mixture of 2,6-di-t-butylphenol and 3,3',5,5'-tetra-t-butyl-4,4'-diphenoquinone, or a mixture thereof with 3,3',5,5'-tetra-t-butyl-4,4'-dihydroxybiphenyl is treated under the reaction conditions described above concerning catalyst, solvent, temperature and time, the reaction for the synthesis of 3,3',5,5'-tetra-t-butyl-4,4'-dihydroxybiphenyl and that for the dealkylation of this compound will proceed in a balanced and efficient way, thereby allowing p,p'-biphenol to be produced in a satisfa...